This data is from the Open Reaction Database (ORD), a public repository of structured organic reaction records. The task is: describe an organic reaction: reactants, conditions, products, and yield RXN SMILES: [CH2:26]1[O:27][CH2:28][CH2:29][CH2:30]1.[H:24][H:25].[NH2:1][c:2]1[c:3]2[c:7]([cH:8][cH:9][c:10]1[N+:11]([O-:12])=[O:13])[NH:6][C:5](=[O:14])[C:4]2=[CH:15][c:16]1[c:17]([CH3:21])[n:18][cH:19][nH:20]1.[NH4+:22].[OH-:23]>>[NH2:1][c:2]1[c:3]2[c:7]([cH:8][cH:9][c:10]1[NH2:11])[NH:6][C:5](=[O:14])[C:4]2=[CH:15][c:16]1[c:17]([CH3:21])[n:18][cH:19][nH:20]1. The reactants are C1CCOC1, [H][H], Cc1nc[nH]c1C=C1C(=O)Nc2ccc([N+](=O)[O-])c(N)c21, [NH4+], [OH-]. The product is Cc1nc[nH]c1C=C1C(=O)Nc2ccc(N)c(N)c21. Reactants: OC(CCCCC)C=1C=C(OCC=2C=C(C#N)C=CC2)C=CC1 (3-[[3-(1-hydroxyhexyl)phenoxy]methyl]benzonitrile), O (water), CO (Methanol), [H-].C(C(C)C)[Al+]CC(C)C (diisobutylaluminum hydride). Solvent: C1CCOC1 (THF). The product is OC(CCCCC)C=1C=C(OCC=2C=C(C=O)C=CC2)C=CC1 (3-[[3-(1-Hydroxyhexyl)phenoxy]methyl]benzaldehyde). Isolated yield 30.0%. As a reaction SMILES: [OH:1][CH:2]([C:8]1[CH:9]=[C:10]([CH:21]=[CH:22][CH:23]=1)[O:11][CH2:12][C:13]1[CH:14]=[C:15]([CH:18]=[CH:19][CH:20]=1)[C:16]#N)[CH2:3][CH2:4][CH2:5][CH2:6][CH3:7].[H-].C([Al+]CC(C)C)C(C)C.C[OH:35].O>C1COCC1>[OH:1][CH:2]([C:8]1[CH:9]=[C:10]([CH:21]=[CH:22][CH:23]=1)[O:11][CH2:12][C:13]1[CH:14]=[C:15]([CH:18]=[CH:19][CH:20]=1)[CH:16]=[O:35])[CH2:3][CH2:4][CH2:5][CH2:6][CH3:7] |f:1.2|. Procedure details: To a solution of 3-[[3-(1-hydroxyhexyl)phenoxy]methyl]benzonitrile (10.0 g). in THF was added diisobutylaluminum hydride (15 g.) and the reaction was refluxed overnight. Methanol (10.2 ml) was slowly added followed by water (5.7 ml). The mixture was filtered and the filtrate was concentrated to an oil. The oil was dissolved in chloroform. The solution was washed with 5% aqueous hydrochloride acid (4 times), dried (MgSO4) and concentrated to an oil (3.0 g., 30% yield). In like manner as above, us... RXN SMILES: [B:39]([Br:40])([Br:41])[Br:42].[Cl:43][CH2:44][Cl:45].[c:1]1([C:7](=[C:8]([CH2:9][CH3:10])[c:11]2[cH:12][cH:13][cH:14][cH:15][cH:16]2)[c:17]2[cH:18][cH:19][c:20]([CH:23]=[CH:24][C:25](=[O:26])[NH:27][S:28](=[O:29])(=[O:30])[c:31]3[cH:32][c:33]([O:37][CH3:38])[cH:34][cH:35][cH:36]3)[cH:21][cH:22]2)[cH:2][cH:3][cH:4][cH:5][cH:6]1>>[c:1]1([C:7](=[C:8]([CH2:9][CH3:10])[c:11]2[cH:12][cH:13][cH:14][cH:15][cH:16]2)[c:17]2[cH:18][cH:19][c:20]([CH:23]=[CH:24][C:25](=[O:26])[NH:27][S:28](=[O:29])(=[O:30])[c:31]3[cH:32][c:33]([OH:37])[cH:34][cH:35][cH:36]3)[cH:21][cH:22]2)[cH:2][cH:3][cH:4][cH:5][cH:6]1. Starting materials: BrB(Br)Br, ClCCl, CCC(=C(c1ccccc1)c1ccc(C=CC(=O)NS(=O)(=O)c2cccc(OC)c2)cc1)c1ccccc1. Yields the product CCC(=C(c1ccccc1)c1ccc(C=CC(=O)NS(=O)(=O)c2cccc(O)c2)cc1)c1ccccc1.